describe an organic reaction: reactants, conditions, products, and yield From a dataset of the Open Reaction Database (ORD), a public repository of structured organic reaction records. The reactants are O (Water), [H-].[Na+] (sodium hydride), BrCCCCCC(C(=O)OCC)(C)C (ethyl 7-bromo-2,2-dimethylheptanoate), [N+](#[C-])C(CCCC)S(=O)(=O)C1=CC=C(C=C1)C (1-(1-isocyanopentane-1-sulfonyl)-4-methylbenzene). Reagents/catalysts: [I-].C(CCC)[N+](CCCC)(CCCC)CCCC (tetrabutylammonium iodide). Run in C(C)OCC (diethyl ether), CS(=O)C (DMSO), C(C)OCC (diethyl ether), CS(=O)C (DMSO). Reaction conditions: time 30 minute. The product is C(C)OC(C(CCCCCC(CCCC)(S(=O)(=O)C1=CC=C(C=C1)C)[N+]#[C-])(C)C)=O (8-isocyano-2,2-dimethyl-8-(toluene-4-sulfonyl)-dodecanoic acid ethyl ester). The yield is 107.3%. RXN SMILES: [H-].[Na+].Br[CH2:4][CH2:5][CH2:6][CH2:7][CH2:8][C:9]([CH3:16])([CH3:15])[C:10]([O:12][CH2:13][CH3:14])=[O:11].[N+:17]([CH:19]([S:24]([C:27]1[CH:32]=[CH:31][C:30]([CH3:33])=[CH:29][CH:28]=1)(=[O:26])=[O:25])[CH2:20][CH2:21][CH2:22][CH3:23])#[C-:18].O>CS(C)=O.C(OCC)C.[I-].C([N+](CCCC)(CCCC)CCCC)CCC>[CH2:13]([O:12][C:10](=[O:11])[C:9]([CH3:16])([CH3:15])[CH2:8][CH2:7][CH2:6][CH2:5][CH2:4][C:19]([N+:17]#[C-:18])([S:24]([C:27]1[CH:28]=[CH:29][C:30]([CH3:33])=[CH:31][CH:32]=1)(=[O:26])=[O:25])[CH2:20][CH2:21][CH2:22][CH3:23])[CH3:14] |f:0.1,7.8|. Procedure: An aqueous solution of NaOH (30%, 240 mL) was added dropwise to a stirred solution of 4-iodobutane (110.5 g, 0.6 mol), p-toluenesulfonyl methyl isocyanide (58.6 g, 0.3 mol), and tetrabutylammonium iodide (8.0 g, 21.6 mmol) in CH2Cl2 (300 mL) at room temperature. The reaction mixture was stirred overnight and diluted with water (200 mL). The organic layer was separated and the aqueous layer was extracted with CH2Cl2 (3×100 mL). The organic layers were combined, washed with saturated NaCl solution... Reactants: [Br-] (bromide), OC1=CC=C(CO)C=C1 (4-hydroxybenzyl alcohol), Cl.ClCCN1CCCCC1 (1-(2-chloroethyl)piperidine hydrochloride), C1(=CC=CC=C1)C (Toluene). Solvent: [OH-].[Na+] (sodium hydroxide). Run at time 1.5 hour. Yields the product N1(CCCCC1)CCOC1=CC=C(CO)C=C1 (4-(2-piperidine-1-yl-ethoxy)-benzyl alcohol). Yield: 74.2%. RXN SMILES: [OH:1][C:2]1[CH:9]=[CH:8][C:5]([CH2:6][OH:7])=[CH:4][CH:3]=1.C1(C)C=CC=CC=1.Cl.Cl[CH2:19][CH2:20][N:21]1[CH2:26][CH2:25][CH2:24][CH2:23][CH2:22]1.[Br-]>[OH-].[Na+]>[N:21]1([CH2:20][CH2:19][O:1][C:2]2[CH:9]=[CH:8][C:5]([CH2:6][OH:7])=[CH:4][CH:3]=2)[CH2:26][CH2:25][CH2:24][CH2:23][CH2:22]1 |f:2.3,5.6|. Reported procedure: 4-hydroxybenzyl alcohol (6.2 g, 0.0.05 mol) was dissolved in aqueus sodium hydroxide (5N, 30 mL). Toluene (30 mL) was added followed by 1-(2-chloroethyl)piperidine hydrochloride (9.29 g, 0.05 mol) and benzyltriethylamumonium bromide (0.3 g). The reaction mixture was heated with vigorous stirring for 1.5 h. The layers were separated, the aqueous layer was extracted with toluene (2×15 mL). Combined organic extracts and organic layer was washed with water (50 mL), brine (50 mL), dried over sodium s... The reactants are FC=1C=C2C=C(N(C2=CC1)CC1=CC(=CC=C1)C)C(=O)OC (methyl 5-fluoro-1-[(3-methylphenyl)methyl]-1H-indole-2-carboxylate), C[Al](C)C (trimethylaluminium), N1C=CC=2C1=NC=C(C2)N (pyrrolo[2,3-b]pyrid-5-ylamine), solution. The product is N1C=CC=2C1=NC=C(C2)NC(=O)C=2N(C1=CC=C(C=C1C2)F)CC2=CC(=CC=C2)C (N-(1H-Pyrrolo[2,3-b]pyrid-5-yl)-5-fluoro-1-[(3-methylphenyl)methyl]-1H-indole-2-carboxamide). Isolated yield 39.9%. Reaction SMILES: [F:1][C:2]1[CH:3]=[C:4]2[C:8](=[CH:9][CH:10]=1)[N:7]([CH2:11][C:12]1[CH:17]=[CH:16][CH:15]=[C:14]([CH3:18])[CH:13]=1)[C:6]([C:19](OC)=[O:20])=[CH:5]2.[NH:23]1[C:27]2=[N:28][CH:29]=[C:30]([NH2:32])[CH:31]=[C:26]2[CH:25]=[CH:24]1.C[Al](C)C>>[NH:23]1[C:27]2=[N:28][CH:29]=[C:30]([NH:32][C:19]([C:6]3[N:7]([CH2:11][C:12]4[CH:17]=[CH:16][CH:15]=[C:14]([CH3:18])[CH:13]=4)[C:8]4[C:9]([CH:5]=3)=[CH:10][C:2]([F:1])=[CH:3][CH:4]=4)=[O:20])[CH:31]=[C:26]2[CH:25]=[CH:24]1. Procedure: Compound 5 was prepared according to a process similar to that described in step 5.2 by reacting 200 mg (0.673 mmol) of methyl 5-fluoro-1-[(3-methylphenyl)methyl]-1H-indole-2-carboxylate prepared according to the protocol described in step 6.1 with 107 mg (0.807 mmol) of pyrrolo[2,3-b]pyrid-5-ylamine in the presence of 0.5 mL (1.01 mmol) of a solution of trimethylaluminium (2M/toluene). The product is collected by filtration, to give 107 mg of the expected product. The reactants are COC(C1=CC(=CC=C1)N)OC (3-aminobenzaldehyde dimethyl acetal), [OH-].[Na+] (sodium hydroxide), C(C1=CC=CC=C1)(=O)Cl (benzoyl chloride). Solvent: C1(=CC=CC=C1)C (toluene), O (water), C1(=CC=CC=C1)C (toluene). Conditions: time 2 hour. Product: C(C1=CC=CC=C1)(=O)NC=1C=C(C=O)C=CC1 (3-benzoylaminobenzaldehyde). Yield: 81.2%. As a reaction SMILES: CO[CH:3]([O:11]C)[C:4]1[CH:9]=[CH:8][CH:7]=[C:6]([NH2:10])[CH:5]=1.[OH-].[Na+].[C:15](Cl)(=[O:22])[C:16]1[CH:21]=[CH:20][CH:19]=[CH:18][CH:17]=1>C1(C)C=CC=CC=1.O>[C:15]([NH:10][C:6]1[CH:5]=[C:4]([CH:9]=[CH:8][CH:7]=1)[CH:3]=[O:11])(=[O:22])[C:16]1[CH:21]=[CH:20][CH:19]=[CH:18][CH:17]=1 |f:1.2|. Procedure: 1.06 g of 3-aminobenzaldehyde dimethyl acetal was dissolved in a mixture of 5 ml of toluene and 10 ml of water containing 0.8 g of sodium hydroxide, and 5 ml of a toluene solution of 1.3 g of benzoyl chloride was added. The mixture was stirred at room temperature for 2 hours. The organic layer was separated, and evaporated under reduced pressure. The residue was dissolved in a mixture of 10 ml of methanol and 10 ml of 10% hydrochloric acid, and heated at 90° C. for 30 minutes. Water (20 ml) was ... The reactants are C(Cl)Cl.CCCCCC (CH2Cl2 Hexane), C1CC(=O)N(C1=O)Br (NBS), COC=1C=C(C=C(C1)OC)P(C1=CC=CC=C1)(C1=CC=CC=C1)=O ((3,5-dimethoxyphenyl)diphenylphosphine oxide), C(=O)([O-])[O-].[Na+].[Na+] (Na2CO3). Run in C(Cl)Cl (CH2Cl2). Reaction conditions: temperature 0 celsius, time 1 hour. Product: BrC1=C(C=C(C=C1OC)OC)P(C1=CC=CC=C1)(C1=CC=CC=C1)=O ((2-bromo-3,5-dimethoxyphenyl)diphenylphosphine oxide). Reaction SMILES: C1C(=O)N([Br:8])C(=O)C1.[CH3:9][O:10][C:11]1[CH:12]=[C:13]([P:19](=[O:32])([C:26]2[CH:31]=[CH:30][CH:29]=[CH:28][CH:27]=2)[C:20]2[CH:25]=[CH:24][CH:23]=[CH:22][CH:21]=2)[CH:14]=[C:15]([O:17][CH3:18])[CH:16]=1.C([O-])([O-])=O.[Na+].[Na+].C(Cl)Cl.CCCCCC>C(Cl)Cl>[Br:8][C:14]1[C:15]([O:17][CH3:18])=[CH:16][C:11]([O:10][CH3:9])=[CH:12][C:13]=1[P:19](=[O:32])([C:26]1[CH:31]=[CH:30][CH:29]=[CH:28][CH:27]=1)[C:20]1[CH:25]=[CH:24][CH:23]=[CH:22][CH:21]=1 |f:2.3.4,5.6|. Reported procedure: NBS (6.7 g, 37.6 mmol) was added to a solution of (3,5-dimethoxyphenyl)diphenylphosphine oxide (12.3 g, 36.4 mmol) in CH2Cl2 (140 ml) at 0° C. The resulting suspension was stirred at 0° C. for 1 h. Na2CO3 (saturated, 40 ml) was added to quench the reactions. It was stirred at RT for 30 min, the organic layer was separated and the aqueous layer was extracted with CH2Cl2 (40 ml×2). The combined organic layer washed with brine and dried over MgSO4. It was filtered and the solvent was removed to giv... Starting materials: Cl.C(C)N=C=NCCCN(C)C (1-ethyl-3-(3′-dimethylaminopropyl)carbodiimide hydrochloride), C(CCCC)OC1=CC=C(C=C1)C1=CC(=NO1)C1=CC=C(C(=O)O)C=C1 (4-[5-(4-pentyloxyphenyl)isoxazol-3-yl]benzoic acid), O1CCCC1 (tetrahydrofuran), ON1N=NC2=C1C=CC=C2 (1-hydroxybenzotriazole), 1500-L. The solvent is O (water), C(C)(=O)OCC (ethyl acetate), CN(C=O)C (dimethylformamide). Conditions: time 3 hour. Product: C(CCCC)OC1=CC=C(C=C1)C1=CC(=NO1)C1=CC=C(C(=O)ON2N=NC3=C2C=CC=C3)C=C1 (1-[4-[5-(4-pentyloxyphenyl)isoxazol-3-yl]benzoyloxy]-1H-1,2,3-benzotriazole). Isolated yield 94.9%. As a reaction SMILES: [CH2:1]([O:6][C:7]1[CH:12]=[CH:11][C:10]([C:13]2[O:17][N:16]=[C:15]([C:18]3[CH:26]=[CH:25][C:21]([C:22]([OH:24])=[O:23])=[CH:20][CH:19]=3)[CH:14]=2)=[CH:9][CH:8]=1)[CH2:2][CH2:3][CH2:4][CH3:5].O1CCCC1.O[N:33]1[C:37]2[CH:38]=[CH:39][CH:40]=[CH:41][C:36]=2[N:35]=[N:34]1.Cl.C(N=C=NCCCN(C)C)C>O.C(OCC)(=O)C.CN(C)C=O>[CH2:1]([O:6][C:7]1[CH:8]=[CH:9][C:10]([C:13]2[O:17][N:16]=[C:15]([C:18]3[CH:19]=[CH:20][C:21]([C:22]([O:24][N:33]4[C:37]5[CH:38]=[CH:39][CH:40]=[CH:41][C:36]=5[N:35]=[N:34]4)=[O:23])=[CH:25][CH:26]=3)[CH:14]=2)=[CH:11][CH:12]=1)[CH2:2][CH2:3][CH2:4][CH3:5] |f:3.4|. Reported procedure: 4-[5-(4-pentyloxyphenyl)isoxazol-3-yl]benzoic acid (14.7 kg) obtained in Example 3, tetrahydrofuran (147 L), dimethylformamide (118 L) and 1-hydroxybenzotriazole (7.9 kg) were added at 20–25° C. to a 1500-L glass-lined vessel. And then, 1-ethyl-3-(3′-dimethylaminopropyl)carbodiimide hydrochloride (13.6 kg) was added and stirred for 3 hours at this temperature. The reaction mixture was cooled to below 10° C., and then ethyl acetate (480 L) and water (120 L) were added dropwise at below 25° C. Aft...